From a dataset of the Open Reaction Database (ORD), a public repository of structured organic reaction records. describe an organic reaction: reactants, conditions, products, and yield Starting materials: CCCCCc1ccc(O)c(C#N)c1C#N, CCCCCC12CCC(c3ccc(C(=O)O)cc3)(CC1)CC2, [Cl-], Cl, O=S(Cl)Cl, c1ccncc1. Product: CCCCCc1ccc(OC(=O)c2ccc(C34CCC(CCCCC)(CC3)CC4)cc2)c(C#N)c1C#N. As a reaction SMILES: [C:28](#[N:29])[c:30]1[c:31]([OH:43])[cH:32][cH:33][c:34]([CH2:38][CH2:39][CH2:40][CH2:41][CH3:42])[c:35]1[C:36]#[N:37].[CH2:1]([CH2:2][CH2:3][CH2:4][CH3:5])[C:6]12[CH2:7][CH2:8][C:9]([c:14]3[cH:15][cH:16][c:17]([C:18](=[O:19])[OH:20])[cH:21][cH:22]3)([CH2:10][CH2:11]1)[CH2:12][CH2:13]2.[Cl-:27].[ClH:44].[S:23]([Cl:24])([Cl:25])=[O:26].[cH:45]1[cH:46][cH:47][n:48][cH:49][cH:50]1>>[CH2:1]([CH2:2][CH2:3][CH2:4][CH3:5])[C:6]12[CH2:7][CH2:8][C:9]([c:14]3[cH:15][cH:16][c:17]([C:18](=[O:19])[O:20][c:31]4[c:30]([C:28]#[N:29])[c:35]([C:36]#[N:37])[c:34]([CH2:38][CH2:39][CH2:40][CH2:41][CH3:42])[cH:33][cH:32]4)[cH:21][cH:22]3)([CH2:10][CH2:11]1)[CH2:12][CH2:13]2. The reactants are CC(C)(C)Cn1c(CN2CCN(C(=O)OC(C)(C)C)CC2)cc2cnc(C#N)nc21, Cl, C1COCCO1. Yields the product CC(C)(C)Cn1c(CN2CCNCC2)cc2cnc(C#N)nc21. Reaction SMILES: [C:8]([O:9][C:10](=[O:11])[N:15]1[CH2:16][CH2:17][N:18]([CH2:21][c:22]2[cH:23][c:24]3[c:25]([n:26][c:27]([C:30]#[N:31])[n:28][cH:29]3)[n:32]2[CH2:33][C:34]([CH3:35])([CH3:36])[CH3:37])[CH2:19][CH2:20]1)([CH3:12])([CH3:13])[CH3:14].[ClH:1].[O:2]1[CH2:3][CH2:4][O:5][CH2:6][CH2:7]1>>[NH:15]1[CH2:16][CH2:17][N:18]([CH2:21][c:22]2[cH:23][c:24]3[c:25]([n:26][c:27]([C:30]#[N:31])[n:28][cH:29]3)[n:32]2[CH2:33][C:34]([CH3:35])([CH3:36])[CH3:37])[CH2:19][CH2:20]1. Reactants: O (Water), [N+](=O)([O-])C1=C(C=O)C=CC=C1 (2-nitrobezaldehyde), CC1CC(CC(C1)=O)=O (5-methyl-1,3-cyclohexane-dione), Cl (hydrogen chloride). Solvent: O1CCCC1 (tetrahydrofurane). Reaction conditions: time 4 day. Yields the product ClC1=CC=C2N(C=3CC(CC(C3C(C2=C1)=O)=O)C)O (7-chloro-3-methyl-10-hydroxy-1-oxo-1,2,3,4-tetrahydro-9(10H)-acridone). RXN SMILES: [N+:1]([C:4]1[CH:11]=[CH:10][CH:9]=[CH:8][C:5]=1[CH:6]=[O:7])([O-:3])=O.[CH3:12][CH:13]1[CH2:18][C:17](=[O:19])[CH2:16][C:15](=O)[CH2:14]1.[ClH:21].O>O1CCCC1>[Cl:21][C:9]1[CH:8]=[C:5]2[C:4]([N:1]([OH:3])[C:15]3[CH2:14][CH:13]([CH3:12])[CH2:18][C:17](=[O:19])[C:16]=3[C:6]2=[O:7])=[CH:11][CH:10]=1. Reported procedure: 30.2 g (0.2 mole) of 2-nitrobezaldehyde and 25.2 g (0.2 mole) of 5-methyl-1,3-cyclohexane-dione were dissolved in 300 ml of tetrahydrofurane, the solution was saturated at 18° C with hydrogen chloride and allowed to stand for 4 days at room temperature. Water was added, the oily layer was separated and stirred with methanol. The crystals that had formed were filtered off, washed with methanol and dissolved and recrystallized from glacial acetic acid. 9.5 g (17 % of the theory) of 7-chloro-3-meth... Reactants: FC(F)(F)c1ccc(CBr)o1, Cc1noc2cc3c(cc12)C1(CO3)C(=O)Nc2ccccc21, CN(C)C=O, CCOC(C)=O, [H-], [Na+]. The product is Cc1noc2cc3c(cc12)C1(CO3)C(=O)N(Cc2ccc(C(F)(F)F)o2)c2ccccc21. Reaction SMILES: [Br:25][CH2:26][c:27]1[o:28][c:29]([C:32]([F:33])([F:34])[F:35])[cH:30][cH:31]1.[CH3:1][c:2]1[n:3][o:4][c:5]2[c:6]1[cH:7][c:8]1[c:9]([cH:10]2)[O:11][CH2:12][C:13]12[C:14](=[O:22])[NH:15][c:16]1[cH:17][cH:18][cH:19][cH:20][c:21]12.[CH3:36][N:37]([CH3:38])[CH:39]=[O:40].[CH3:41][CH2:42][O:43][C:44](=[O:45])[CH3:46].[H-:23].[Na+:24]>>[CH3:1][c:2]1[n:3][o:4][c:5]2[c:6]1[cH:7][c:8]1[c:9]([cH:10]2)[O:11][CH2:12][C:13]12[C:14](=[O:22])[N:15]([CH2:26][c:27]1[o:28][c:29]([C:32]([F:33])([F:34])[F:35])[cH:30][cH:31]1)[c:16]1[cH:17][cH:18][cH:19][cH:20][c:21]12. Starting materials: ClCCCOC=1C(=CC2=C(C=CC(O2)=O)C1)OCC (6-(3-chloropropoxy)-7-ethoxy-2H-1-benzopyran-2-one), CO (methanol), C(\C=C\C(=O)[O-])(=O)[O-] (Fumarate), C1(=CC=CC=C1)N1CCNCC1 (1-phenylpiperazine). The solvent is C(C)O (ethanol), C(C)O (ethanol). Yields the product C(C)OC1=CC2=C(C=CC(O2)=O)C=C1OCCCN1CCN(CC1)C1=CC=CC=C1 (7-ethoxy-6-[3-(4-phenyl-1-piperazinyl)propoxy]-2H-1-benzopyran-2-one). Isolated yield 57.0%. RXN SMILES: Cl[CH2:2][CH2:3][CH2:4][O:5][C:6]1[C:7]([O:17][CH2:18][CH3:19])=[CH:8][C:9]2[O:14][C:13](=[O:15])[CH:12]=[CH:11][C:10]=2[CH:16]=1.[C:20]1([N:26]2[CH2:31][CH2:30][NH:29][CH2:28][CH2:27]2)[CH:25]=[CH:24][CH:23]=[CH:22][CH:21]=1.CO.C([O-])(=O)/C=C/C([O-])=O>C(O)C>[CH2:18]([O:17][C:7]1[C:6]([O:5][CH2:4][CH2:3][CH2:2][N:29]2[CH2:30][CH2:31][N:26]([C:20]3[CH:25]=[CH:24][CH:23]=[CH:22][CH:21]=3)[CH2:27][CH2:28]2)=[CH:16][C:10]2[CH:11]=[CH:12][C:13](=[O:15])[O:14][C:9]=2[CH:8]=1)[CH3:19]. Reported procedure: Method A (26 h at 60° C.); starting materials: 6-(3-chloropropoxy)-7-ethoxy-2H-1-benzopyran-2-one (see example 70) and 1-phenylpiperazine; yield 57%; fusion point 151° to 153° (from methanol and ethanol). Fumarate: method E; yield 78%; fusion point 170° to 173° C. (from ethanol). The reactants are C(C)(C)(C)OC(=O)N1[C@@H](C[C@H](C1)F)CN=[N+]=[N-] ((2S,4R)-2-azidomethyl-4-fluoro-pyrrolidine-1-carboxylic acid tert-butyl ester), C(=O)(C(F)(F)F)O (TFA). The solvent is C(Cl)Cl (CH2Cl2). Conditions: time 2 hour. The product is N(=[N+]=[N-])C[C@H]1NC[C@@H](C1)F ((2S,4R)-2-Azidomethyl-4-fluoro-pyrrolidine). Reaction SMILES: C(OC([N:8]1[CH2:12][C@H:11]([F:13])[CH2:10][C@H:9]1[CH2:14][N:15]=[N+:16]=[N-:17])=O)(C)(C)C.C(O)(C(F)(F)F)=O>C(Cl)Cl>[N:15]([CH2:14][C@@H:9]1[CH2:10][C@@H:11]([F:13])[CH2:12][NH:8]1)=[N+:16]=[N-:17]. Procedure details: To a solution of (2S,4R)-2-azidomethyl-4-fluoro-pyrrolidine-1-carboxylic acid tert-butyl ester (600 mg, 2.45 mmol) in CH2Cl2 (2.5 mL) was added TFA (1.88 mL, 24.6 mmol) and the solution was stirred at RT for 2 h. CH2Cl2 was concentrated and the crude was dried under high vacuum to give the desired material which was used without further purification in the next step. The reactants are ClCC1OCCN(C1)C1=C(C=C2C(C(=CN(C2=C1F)CC)C(=O)O)=O)F (7-(2-chloromethylmorpholino)-1-ethyl-6,8-difluoro-1,4-dihydro-4-oxoquinoline-3-carboxylic acid), N1CCCCC1 (piperidine). Yields the product C(C)N1C=C(C(C2=CC(=C(C(=C12)F)N1CC(OCC1)CN1CCCCC1)F)=O)C(=O)O (1-ethyl-6,8-difluoro-1,4-dihydro-4-oxo-7-[2-(piperidinomethyl)morpholino]quinoline-3-carboxylic acid). Reaction SMILES: Cl[CH2:2][CH:3]1[CH2:8][N:7]([C:9]2[C:18]([F:19])=[C:17]3[C:12]([C:13](=[O:25])[C:14]([C:22]([OH:24])=[O:23])=[CH:15][N:16]3[CH2:20][CH3:21])=[CH:11][C:10]=2[F:26])[CH2:6][CH2:5][O:4]1.[NH:27]1[CH2:32][CH2:31][CH2:30][CH2:29][CH2:28]1>>[CH2:20]([N:16]1[C:17]2[C:12](=[CH:11][C:10]([F:26])=[C:9]([N:7]3[CH2:6][CH2:5][O:4][CH:3]([CH2:2][N:27]4[CH2:32][CH2:31][CH2:30][CH2:29][CH2:28]4)[CH2:8]3)[C:18]=2[F:19])[C:13](=[O:25])[C:14]([C:22]([OH:24])=[O:23])=[CH:15]1)[CH3:21]. Procedure: By the use of 7-(2-chloromethylmorpholino)-1-ethyl-6,8-difluoro-1,4-dihydro-4-oxoquinoline-3-carboxylic acid and piperidine, the reaction is similarly carried out as Example 34 to give 1-ethyl-6,8-difluoro-1,4-dihydro-4-oxo-7-[2-(piperidinomethyl)morpholino]quinoline-3-carboxylic acid. Reactants: O (water), NC1=NC(=C(C(=C1C#N)C1=CC=C(C=C1)OCCO)C#N)S (2-amino-4-[4-(2-hydroxyethoxy)phenyl]-6-sulfanylpyridine-3,5-dicarbonitrile), Cl.ClCC1=CC(=NC=C1)C(=O)NC (4-(Chloromethyl)-N-methylpyridine-2-carboxamide hydrochloride), C([O-])(O)=O.[Na+] (sodium bicarbonate). Run in CN(C)C=O (DMF). Conditions: time 8 hour. Product: NC1=C(C(=C(C(=N1)SCC1=CC(=NC=C1)C(=O)NC)C#N)C1=CC=C(C=C1)OCCO)C#N (4-[({6-Amino-3,5-dicyano-4-[4-(2-hydroxyethoxy)phenyl]pyridin-2-yl}sulfanyl)methyl]-N-methylpyridine-2-carboxamide). Reaction SMILES: [NH2:1][C:2]1[C:7]([C:8]#[N:9])=[C:6]([C:10]2[CH:15]=[CH:14][C:13]([O:16][CH2:17][CH2:18][OH:19])=[CH:12][CH:11]=2)[C:5]([C:20]#[N:21])=[C:4]([SH:22])[N:3]=1.Cl.Cl[CH2:25][C:26]1[CH:31]=[CH:30][N:29]=[C:28]([C:32]([NH:34][CH3:35])=[O:33])[CH:27]=1.C(=O)(O)[O-].[Na+].O>CN(C=O)C>[NH2:1][C:2]1[N:3]=[C:4]([S:22][CH2:25][C:26]2[CH:31]=[CH:30][N:29]=[C:28]([C:32]([NH:34][CH3:35])=[O:33])[CH:27]=2)[C:5]([C:20]#[N:21])=[C:6]([C:10]2[CH:11]=[CH:12][C:13]([O:16][CH2:17][CH2:18][OH:19])=[CH:14][CH:15]=2)[C:7]=1[C:8]#[N:9] |f:1.2,3.4|. Reported procedure: 50 mg (0.16 mmol) of 2-amino-4-[4-(2-hydroxyethoxy)phenyl]-6-sulfanylpyridine-3,5-dicarbonitrile (Example 10A), 38.9 mg (0.18 mmol) of 4-(chloromethyl)-N-methylpyridine-2-carboxamide hydrochloride (Example 41A) and 53.8 mg (0.64 mmol) of sodium bicarbonate were dissolved in 1 ml of DMF and the mixture was stirred at RT overnight. 30 ml of water were added to the reaction mixture, and the precipitate was filtered off. The precipitate was purified by preparative HPLC (Chromasil, water/acetonitrile... Reactants: Compounds, C1(=CC=CC=C1)N1CCC(CC1)NC(OC1=CC=CC=C1)=O (phenyl N-(1-phenyl-4-piperidyl)carbamate), Cl.CS(=O)(=O)N1CC2(CCNCC2)C2=CC=CC=C12 (1-methanesulfonylspiro[indoline-3,4′-piperidine]hydrochloride). Product: CS(=O)(=O)N1CC2(CCN(CC2)C(=O)NC2CCN(CC2)C2=CC=CC=C2)C2=CC=CC=C12 (1-methanesulfonyl-N-(1-phenyl-4-piperidyl)spiro[indoline-3,4′-piperidine]-1′-carboxamide). Reaction SMILES: [C:1]1([N:7]2[CH2:12][CH2:11][CH:10]([NH:13][C:14](=[O:22])OC3C=CC=CC=3)[CH2:9][CH2:8]2)[CH:6]=[CH:5][CH:4]=[CH:3][CH:2]=1.Cl.[CH3:24][S:25]([N:28]1[C:41]2[C:36](=[CH:37][CH:38]=[CH:39][CH:40]=2)[C:30]2([CH2:35][CH2:34][NH:33][CH2:32][CH2:31]2)[CH2:29]1)(=[O:27])=[O:26]>>[CH3:24][S:25]([N:28]1[C:41]2[C:36](=[CH:37][CH:38]=[CH:39][CH:40]=2)[C:30]2([CH2:31][CH2:32][N:33]([C:14]([NH:13][CH:10]3[CH2:9][CH2:8][N:7]([C:1]4[CH:2]=[CH:3][CH:4]=[CH:5][CH:6]=4)[CH2:12][CH2:11]3)=[O:22])[CH2:34][CH2:35]2)[CH2:29]1)(=[O:26])=[O:27] |f:1.2|. Reported procedure: Compounds of Examples 78 to 83 were obtained by following the same procedure as in Example 77-(2), except that phenyl N-(1-phenyl-4-piperidyl)carbamate and 1-methanesulfonylspiro[indoline-3,4′-piperidine]hydrochloride used in Example 77-(2) were replaced with the corresponding starting material of each desired compound.